This data is from the Open Reaction Database (ORD), a public repository of structured organic reaction records. The task is: describe an organic reaction: reactants, conditions, products, and yield Starting materials: CC(=O)C=CC=C(C)CCCC(C)CCC=C(C)C, CCCCCC, CCOC(=O)CP(=O)(OCC)OCC, [H-], [Na+]. Product: CCOC(=O)C=C(C)C=CC=C(C)CCCC(C)CCC=C(C)C. As a reaction SMILES: [CH3:17][C:18](=[CH:19][CH:20]=[CH:21][C:22]([CH3:23])=[O:24])[CH2:25][CH2:26][CH2:27][CH:28]([CH2:29][CH2:30][CH:31]=[C:32]([CH3:33])[CH3:34])[CH3:35].[CH3:36][CH2:37][CH2:38][CH2:39][CH2:40][CH3:41].[CH3:3][CH2:4][O:5][C:6](=[O:7])[CH2:8][P:9]([O:10][CH2:11][CH3:12])([O:13][CH2:14][CH3:15])=[O:16].[H-:1].[Na+:2]>>[CH3:3][CH2:4][O:5][C:6](=[O:7])[CH:8]=[C:22]([CH:21]=[CH:20][CH:19]=[C:18]([CH3:17])[CH2:25][CH2:26][CH2:27][CH:28]([CH2:29][CH2:30][CH:31]=[C:32]([CH3:33])[CH3:34])[CH3:35])[CH3:23]. The reactants are FC(F)(F)c1cccc(CBr)c1, [Na+], CN(C)C=O, O, Cc1ccc(S(=O)[O-])cc1. The product is Cc1ccc(S(=O)(=O)Cc2cccc(C(F)(F)F)c2)cc1. Reaction SMILES: [F:1][C:2]([c:3]1[cH:4][c:5]([CH2:6][Br:7])[cH:8][cH:9][cH:10]1)([F:11])[F:12].[Na+:23].[O:24]=[CH:25][N:26]([CH3:27])[CH3:28].[OH2:29].[c:13]1([CH3:22])[cH:14][cH:15][c:16]([S:19](=[O:20])[O-:21])[cH:17][cH:18]1>>[F:1][C:2]([c:3]1[cH:4][c:5]([CH2:6][S:19]([c:16]2[cH:15][cH:14][c:13]([CH3:22])[cH:18][cH:17]2)(=[O:20])=[O:21])[cH:8][cH:9][cH:10]1)([F:11])[F:12]. The reactants are FC(C(=O)O)(F)F.N1(CCNCC1)C1=NC(=NC(=C1)C1=CC(=CC=C1)C(F)(F)F)C#N (4-(piperazin-1-yl)-6-(3-trifluoromethylphenyl)-pyrimidine-2-carbonitrile trifluoroacetic acid salt), C1(CC1)C=O (cyclopropane carboxaldehyde), C(C)(=O)O (acetic acid), C(#N)[BH3-] (cyanoborohydride). The solvent is CO (methanol). Conditions: time 16 hour. The product is FC(C(=O)O)(F)F.C1(CC1)CN1CCN(CC1)C1=NC(=NC(=C1)C1=C(C=CC=C1)C(F)(F)F)C#N (4-(4-cyclopropylmethyl-piperazin-1-yl)-6-(trifluoromethyl-phenyl)-pyrimidine-2-carbonitrile trifluoroacetic acid salt). Reaction SMILES: [F:1][C:2]([F:7])([F:6])[C:3]([OH:5])=[O:4].[N:8]1([C:14]2[CH:19]=[C:18]([C:20]3[CH:25]=[CH:24][CH:23]=[C:22](C(F)(F)F)[CH:21]=3)[N:17]=[C:16]([C:30]#[N:31])[N:15]=2)[CH2:13][CH2:12][NH:11][CH2:10][CH2:9]1.[CH:32]1([CH:35]=O)[CH2:34][CH2:33]1.C(O)(=O)C.C([BH3-])#N>CO>[F:1][C:2]([F:7])([F:6])[C:3]([OH:5])=[O:4].[CH:32]1([CH2:35][N:11]2[CH2:10][CH2:9][N:8]([C:14]3[CH:19]=[C:18]([C:20]4[CH:25]=[CH:24][CH:23]=[CH:22][C:21]=4[C:2]([F:7])([F:6])[F:1])[N:17]=[C:16]([C:30]#[N:31])[N:15]=3)[CH2:13][CH2:12]2)[CH2:34][CH2:33]1 |f:0.1,6.7|. Procedure: To a stirring solution of 4-(piperazin-1-yl)-6-(3-trifluoromethylphenyl)-pyrimidine-2-carbonitrile trifluoroacetic acid salt (67 mg) in methanol (2 ml) was added cyclopropane carboxaldehyde (13 μl), acetic acid (0.5 ml) and resin-bound cyanoborohydride (1 mmol/g, 89 mg). The reaction mixture was stirred at room temperature for 16 hrs. Resin was filtered off and the filtrate was concentrated in vacuo. The residue was dissolved in methanol and purified using the prep-HPLC to give 4-(4-cyclopropylm... Starting materials: BrC1=C(C=CC(=N1)C#N)OC (6-Bromo-5-methoxypyridine-2-carbonitrile), P(=O)([O-])([O-])[O-].[K+].[K+].[K+] (tripotassium phosphate), [B-](C=C)(F)(F)F.[K+] (potassium trifluoro(vinyl)borate), C1(CCCCC1)P(C1CCCCC1)C1CCCCC1 (tricyclohexylphosphine). Reagents/catalysts: C(C)(=O)[O-].[Pd+2].C(C)(=O)[O-] (palladium(II) acetate). The solvent is C1(=CC=CC=C1)C (toluene), O (water). Reaction conditions: temperature 130 celsius. Product: COC=1C=CC(=NC1C=C)C#N (5-Methoxy-6-vinylpyridine-2-carbonitrile). As a reaction SMILES: Br[C:2]1[N:7]=[C:6]([C:8]#[N:9])[CH:5]=[CH:4][C:3]=1[O:10][CH3:11].[B-](F)(F)(F)[CH:13]=[CH2:14].[K+].C1(P(C2CCCCC2)C2CCCCC2)CCCCC1.P([O-])([O-])([O-])=O.[K+].[K+].[K+]>C1(C)C=CC=CC=1.O.C([O-])(=O)C.[Pd+2].C([O-])(=O)C>[CH3:11][O:10][C:3]1[CH:4]=[CH:5][C:6]([C:8]#[N:9])=[N:7][C:2]=1[CH:13]=[CH2:14] |f:1.2,4.5.6.7,10.11.12|. Procedure details: In a microwave vial, 6-bromo-5-methoxypyridine-2-carbonitrile (9-2, 200 mg, 0.94 mmol, 1.0 equiv), potassium trifluoro(vinyl)borate (314 mg, 2.35 mmol, 2.5 equiv), tricyclohexylphosphine (52.7 mg, 0.19 mmol, 0.2 equiv), palladium(II) acetate (21.1 mg, 0.09 mmol, 0.1 equiv), and tripotassium phosphate (697 mg, 3.29 mmol, 3.5 equiv) were suspended in toluene (10 mL) and water (0.5 mL). The reaction mixture was heated in a microwave reactor for 20 minutes at 130° C. and then filtered, rinsing with ... Starting materials: OC1=C(C(OC2=CC=CC=C12)=O)C1CC(CC2=CC=CC=C12)C1=CC=C(C=C1)OCC1=CC=C(C=C1)C(F)(F)F (1-(4-hydroxycoumarin-3-yl)-3-[4-(4-trifluoromethylbenzyloxy)phenyl]-1,2,3,4-tetrahydronaphthalene), oil. Run in C(C)O (ethanol). Conditions: time 3 day. Product: OC1=C(C(OC2=CC=CC=C12)=O)[C@@H]1C[C@H](CC2=CC=CC=C12)C1=CC=C(C=C1)OCC1=CC=C(C=C1)C(F)(F)F (trans-1-(4-hydroxycoumarin-3-yl)-3-[4-(4trifluoromethylbenzyloxy)phenyl]-1,2,3,4-tetrahydronaphthalene). As a reaction SMILES: [OH:1][C:2]1[C:11]2[C:6](=[CH:7][CH:8]=[CH:9][CH:10]=2)[O:5][C:4](=[O:12])[C:3]=1[CH:13]1[C:22]2[C:17](=[CH:18][CH:19]=[CH:20][CH:21]=2)[CH2:16][CH:15]([C:23]2[CH:28]=[CH:27][C:26]([O:29][CH2:30][C:31]3[CH:36]=[CH:35][C:34]([C:37]([F:40])([F:39])[F:38])=[CH:33][CH:32]=3)=[CH:25][CH:24]=2)[CH2:14]1>C(O)C>[OH:1][C:2]1[C:11]2[C:6](=[CH:7][CH:8]=[CH:9][CH:10]=2)[O:5][C:4](=[O:12])[C:3]=1[C@H:13]1[C:22]2[C:17](=[CH:18][CH:19]=[CH:20][CH:21]=2)[CH2:16][C@H:15]([C:23]2[CH:28]=[CH:27][C:26]([O:29][CH2:30][C:31]3[CH:32]=[CH:33][C:34]([C:37]([F:40])([F:38])[F:39])=[CH:35][CH:36]=3)=[CH:25][CH:24]=2)[CH2:14]1. Procedure: An approximately 1:1 mixture of the cis and trans isomers of 1-(4-hydroxycoumarin-3-yl)-3-[4-(4-trifluoromethylbenzyloxy)phenyl]-1,2,3,4-tetrahydronaphthalene in the form of a viscous oil (13.0 g) was dissolved in ethanol (250 cm3) at the ambient temperature and the solution kept in an open flask at the ambient temperature for 3 days during which time some of the ethanol evaporated and some precipitation of a solid material occurred. This was collected by filtration and dried to give trans-1-(4-... Solvent: C(=O)=O (CO2). Procedure: Racemic 6-(5-fluoropyrimidin-2-yl)-7a-pyrazin-2-yl-4,4a,5,7-tetrahydropyrrolo[3,4-d][1,3]thiazin-2-amine (520 mg, 1.57 mmol) is separated into its constituent enantiomers by chiral SFC (Column: Chiralcel OD-H (5μ), 21.2×250 mm; eluent: 45% methanol (0.2% diethylmethylamine) in CO2; flow: 70 mL/min at UV 260 nm). The first eluting isomer is the title compound (230 mg). ES/MS (m/e): 332 (M+1). Yield: 44.2%. As a reaction SMILES: [F:1][C:2]1[CH:3]=[N:4][C:5]([N:8]2[CH2:16][CH:15]3[C:10]([C:18]4[CH:23]=[N:22][CH:21]=[CH:20][N:19]=4)([N:11]=[C:12]([NH2:17])[S:13][CH2:14]3)[CH2:9]2)=[N:6][CH:7]=1.CO>C(=O)=O>[F:1][C:2]1[CH:7]=[N:6][C:5]([N:8]2[CH2:16][C@@H:15]3[C@@:10]([C:18]4[CH:23]=[N:22][CH:21]=[CH:20][N:19]=4)([N:11]=[C:12]([NH2:17])[S:13][CH2:14]3)[CH2:9]2)=[N:4][CH:3]=1. Reactants: FC=1C=NC(=NC1)N1CC2(N=C(SCC2C1)N)C1=NC=CN=C1 (Racemic 6-(5-fluoropyrimidin-2-yl)-7a-pyrazin-2-yl-4,4a,5,7-tetrahydropyrrolo[3,4-d][1,3]thiazin-2-amine), CO (methanol). Product: FC=1C=NC(=NC1)N1C[C@@]2(N=C(SC[C@@H]2C1)N)C1=NC=CN=C1 ((4aR,7aR)-6-(5-Fluoropyrimidin-2-yl)-7a-pyrazin-2-yl-4,4a,5,7-tetrahydropyrrolo[3,4-d][1,3]thiazin-2-amine). The reactants are CC(C)(C)OC(=O)Nc1cc(I)ccn1, [Na+], [Na+], O=C([O-])[O-], C1COCCO1, OB(O)c1ccccc1, c1ccc(P(c2ccccc2)(c2ccccc2)[Pd](P(c2ccccc2)(c2ccccc2)c2ccccc2)(P(c2ccccc2)(c2ccccc2)c2ccccc2)P(c2ccccc2)(c2ccccc2)c2ccccc2)cc1. Product: CC(C)(C)OC(=O)Nc1cc(-c2ccccc2)ccn1. Reaction SMILES: [I:1][c:2]1[cH:3][c:4]([NH:8][C:9]([O:10][C:11]([CH3:12])([CH3:13])[CH3:14])=[O:15])[n:5][cH:6][cH:7]1.[Na+:25].[Na+:26].[O-:27][C:28](=[O:29])[O-:30].[O:31]1[CH2:32][CH2:33][O:34][CH2:35][CH2:36]1.[c:16]1([B:22]([OH:23])[OH:24])[cH:17][cH:18][cH:19][cH:20][cH:21]1.[cH:37]1[cH:38][cH:39][c:40]([P:41]([Pd:42]([P:43]([c:44]2[cH:45][cH:46][cH:47][cH:48][cH:49]2)([c:50]2[cH:51][cH:52][cH:53][cH:54][cH:55]2)[c:56]2[cH:57][cH:58][cH:59][cH:60][cH:61]2)([P:62]([c:63]2[cH:64][cH:65][cH:66][cH:67][cH:68]2)([c:69]2[cH:70][cH:71][cH:72][cH:73][cH:74]2)[c:75]2[cH:76][cH:77][cH:78][cH:79][cH:80]2)[P:81]([c:82]2[cH:83][cH:84][cH:85][cH:86][cH:87]2)([c:88]2[cH:89][cH:90][cH:91][cH:92][cH:93]2)[c:94]2[cH:95][cH:96][cH:97][cH:98][cH:99]2)([c:100]2[cH:101][cH:102][cH:103][cH:104][cH:105]2)[c:106]2[cH:107][cH:108][cH:109][cH:110][cH:111]2)[cH:112][cH:113]1>>[c:2]1(-[c:16]2[cH:17][cH:18][cH:19][cH:20][cH:21]2)[cH:3][c:4]([NH:8][C:9]([O:10][C:11]([CH3:12])([CH3:13])[CH3:14])=[O:15])[n:5][cH:6][cH:7]1. Reactants: [C]=O (carbon monoxide), C(=O)OC (methyl formate), Example 3 ( 3 ), [C]=O (carbon monoxide), C(N)(=O)CC(C(=O)OC)C (methyl 3-carbamoylisobutyrate). The solvent is CO (methanol), CO (methanol). Product: CC(C(=O)OC)CC(=O)OC (dimethyl methylsuccinate), C(=O)N (formamide). RXN SMILES: [CH:1]([O:3][CH3:4])=[O:2].[C]=O.[C:7]([CH2:10][CH:11](C)[C:12]([O:14][CH3:15])=[O:13])(=[O:9])[NH2:8]>CO>[CH3:7][CH:10]([CH2:11][C:12]([O:14][CH3:15])=[O:13])[C:1]([O:3][CH3:4])=[O:2].[CH:7]([NH2:8])=[O:9] |^3:4|. Procedure: The procedure in Example 3 (3) was repeated to proceed with heating stirring reaction except that in place of 180 g of methyl formate and 96 g of methanol, 200 g of methanol was charged in the autoclave and carbon monoxide was pressurized into the autoclave so as to maintain the internal pressure at 40 kg/cm2G. After the temperature of the content in the autoclave reached 60° C., carbon monoxide was fed in the autoclave so as to maintain the internal pressure at 40 kg/cm2G to proceed with the re...